This data is from the Open Reaction Database (ORD), a public repository of structured organic reaction records. The task is: describe an organic reaction: reactants, conditions, products, and yield As a reaction SMILES: [CH3:1][O:2][C:3](=[O:13])[C:4](=[O:12])[C:5]1[CH:10]=[CH:9][C:8]([OH:11])=[CH:7][CH:6]=1.[H-].[Na+].S(C1C=CC(C)=CC=1)([O-])(=O)=O.[NH2:27][S:28]([C:31]1[CH:40]=[CH:39][C:34]([O:35][CH2:36][CH2:37]O)=[CH:33][CH:32]=1)(=[O:30])=[O:29]>CN(C)C=O>[CH3:1][O:2][C:3](=[O:13])[C:4](=[O:12])[C:5]1[CH:10]=[CH:9][C:8]([O:11][CH2:37][CH2:36][O:35][C:34]2[CH:33]=[CH:32][C:31]([S:28]([NH2:27])(=[O:30])=[O:29])=[CH:40][CH:39]=2)=[CH:7][CH:6]=1 |f:1.2|. Reaction conditions: temperature 60 celsius, time 15 minute. The product is COC(C(C1=CC=C(C=C1)OCCOC1=CC=C(C=C1)S(=O)(=O)N)=O)=O (4-[[2-[4-(amino-sulfonyl)phenoxy]ethyl]oxy]-alpha-oxobenzeneacetic acid methyl ester). Solvent: CN(C=O)C (dimethylformamide). Starting materials: COC(C(C1=CC=C(C=C1)O)=O)=O (4-hydroxy-alpha-oxobenzeneacetic acid methyl ester), S(=O)(=O)([O-])C1=CC=C(C)C=C1 (tosylate), NS(=O)(=O)C1=CC=C(OCCO)C=C1 (2-(4-aminosulfonylphenoxy)ethanol), [H-].[Na+] (sodium hydride). Procedure: A stirred mixture of 4-hydroxy-alpha-oxobenzeneacetic acid methyl ester (0.905 g) in dimethylformamide (10 mL) under argon was treated with 55% sodium hydride (0.218 g), stirred for 15 minutes and treated with the tosylate of 2-(4-aminosulfonylphenoxy)ethanol (1.67 g). The mixture was heated at 60° C. overnight and worked up as in Example 20. The material from ethyl acetate extraction was purified by HPLC (dichloromethane-ethyl acetate; 4:1) and crystallized from dichloromethane-hexane to provid... The yield is 47.2%. Reactants: CC1=NNC2=CC=CC=C12 (3-Methylindazole), N1=CC=CC=C1 (Pyridine), CC(=O)OC(=O)C (Ac2O). Reagents/catalysts: CN(C)C=1C=CN=CC1 (DMAP). Solvent: C1CCOC1 (THF). Conditions: time 2 hour. Product: CC1=NN(C2=CC=CC=C12)C(C)=O (1-(3-methyl-indazol-1-yl)-ethanone). Yield: 90.6%. RXN SMILES: [CH3:1][C:2]1[C:10]2[C:5](=[CH:6][CH:7]=[CH:8][CH:9]=2)[NH:4][N:3]=1.N1C=CC=CC=1.[CH3:17][C:18](OC(C)=O)=[O:19]>C1COCC1.CN(C1C=CN=CC=1)C>[CH3:1][C:2]1[C:10]2[C:5](=[CH:6][CH:7]=[CH:8][CH:9]=2)[N:4]([C:18](=[O:19])[CH3:17])[N:3]=1. Procedure: 3-Methylindazole (1.00 g, 7.6 mmol) (J. Med. Chem. 2706 (1997)] was dissolved in 10 ml THF and stirred at room temperature under a blanket of argon. Pyridine (0.64 ml, 7.9 mmol) was added, followed by Ac2O (0.79 ml, 8.3 mmol) and catalytic DMAP (90 mg, 0.7 mmol). The reaction proceeded for 2 h and was then partitioned between 1N HCl and dichloromethane. The organic phase was dried over MgSO4 and concentrated under vacuum to a tan solid (1.2 g, 91% yield). Reactants: C(C)(C)(C)OC(=O)N1CCC(CC1)(C(=O)O)C(C)C (1-(tert-butoxycarbonyl)-4-isopropylpiperidine-4-carboxylic acid), C(C(=O)Cl)(=O)Cl (oxalyl chloride), [OH-].[NH4+] (ammonium hydroxide), CN(C=O)C (dimethylformamide). Solvent: ClCCl (dichloromethane). Reaction conditions: time 1 hour. Yields the product NC(=O)C1(CCN(CC1)C(=O)OC(C)(C)C)C(C)C (tert-Butyl 4-(aminocarbonyl)-4-isopropylpiperidine-1-carboxylate). The yield is 82.0%. Reaction SMILES: [C:1]([O:5][C:6]([N:8]1[CH2:13][CH2:12][C:11]([CH:17]([CH3:19])[CH3:18])([C:14](O)=[O:15])[CH2:10][CH2:9]1)=[O:7])([CH3:4])([CH3:3])[CH3:2].C(Cl)(=O)C(Cl)=O.C[N:27](C)C=O.[OH-].[NH4+]>ClCCl>[NH2:27][C:14]([C:11]1([CH:17]([CH3:19])[CH3:18])[CH2:12][CH2:13][N:8]([C:6]([O:5][C:1]([CH3:4])([CH3:3])[CH3:2])=[O:7])[CH2:9][CH2:10]1)=[O:15] |f:3.4|. Procedure: To a solution of 1-(tert-butoxycarbonyl)-4-isopropylpiperidine-4-carboxylic acid (500 mg, 1.843 mmol) in dichloromethane (5 ml) were added oxalyl chloride (2.76 ml, 5.53 mmol) and a drop (ca. 10 μl) of dimethylformamide. After stirring 1 h at room temperature, the mixture was concentrated and then dissolved in tetrahydrofuran (5 ml). Concentrated ammonium hydroxide (5 ml, 36.0 mmol) was added and the mixture was stirred overnight at room temperature, and then concentrated to a small volume, pour... Reactants: aqueous solution, N[C@@H](CCCNC(N)=N)C(=O)O (L-arginine), C1(CCCC1)C1=C(C=C(COC2=CC=3C4=C(NC3C=C2)[C@H](CC4)CC(=O)O)C=C1)C(F)(F)F ((R)-2-(7-(4-cyclopentyl-3-(trifluoromethyl)benzyloxy)-1,2,3,4-tetrahydrocyclopenta[b]indol-3-yl)acetic acid), ( S )-isomer, ester, N[C@@H](CCCNC(N)=N)C(=O)O (L-arginine), C(C)(=O)[O-] (acetate). Solvent: CC(C)O (IPA). Run at temperature 60 celsius, time 30 minute. The product is N[C@@H](CCCNC(N)=N)C(=O)O (L-arginine), C1(CCCC1)C1=C(C=C(COC2=CC=3C4=C(NC3C=C2)[C@H](CC4)CC(=O)[O-])C=C1)C(F)(F)F ((R)-2-(7-(4-cyclopentyl-3-(trifluoromethyl)benzyloxy)-1,2,3,4-tetrahydrocyclopenta[b]indol-3-yl)acetate). The yield is 44.7%. As a reaction SMILES: [CH:1]1([C:6]2[CH:29]=[CH:28][C:9]([CH2:10][O:11][C:12]3[CH:20]=[CH:19][C:18]4[NH:17][C:16]5[C@@H:21]([CH2:24][C:25]([OH:27])=[O:26])[CH2:22][CH2:23][C:15]=5[C:14]=4[CH:13]=3)=[CH:8][C:7]=2[C:30]([F:33])([F:32])[F:31])[CH2:5][CH2:4][CH2:3][CH2:2]1.[NH2:34][C@H:35]([C:43]([OH:45])=[O:44])[CH2:36][CH2:37][CH2:38][NH:39][C:40](=[NH:42])[NH2:41].C([O-])(=O)C>CC(O)C>[NH2:34][C@H:35]([C:43]([OH:45])=[O:44])[CH2:36][CH2:37][CH2:38][NH:39][C:40](=[NH:41])[NH2:42].[CH:1]1([C:6]2[CH:29]=[CH:28][C:9]([CH2:10][O:11][C:12]3[CH:20]=[CH:19][C:18]4[NH:17][C:16]5[C@@H:21]([CH2:24][C:25]([O-:27])=[O:26])[CH2:22][CH2:23][C:15]=5[C:14]=4[CH:13]=3)=[CH:8][C:7]=2[C:30]([F:33])([F:31])[F:32])[CH2:5][CH2:4][CH2:3][CH2:2]1. Reported procedure: To the crude (21.837 g) (R)-2-(7-(4-cyclopentyl-3-(trifluoromethyl)benzyloxy)-1,2,3,4-tetrahydrocyclopenta[b]indol-3-yl)acetic acid (41.41% w/w; 9.043 g, 19.77 mmol) containing the (S)-isomer as the ester impurity in a 200 mL round bottom flask was added IPA (150.72 mL). The mixture was heated at 60° C. under N2 till the oily residue dissolved completely. The resultant orange solution was heated at about 60° C. for 5 min. Seeds of L-arginine salt of (R)-2-(7-(4-cyclopentyl-3-trifluoromethyl)benz... Reported procedure: 6-Chloro-2-methyl quinoline, 3 (3 g, 16.9 mmol) was alkylated with dimethylsulphate (2.13 g, 16.9 mmol) as above to give the title compound (4.88 g, 16.1 mmol, 95%). Reaction SMILES: [Cl:1][C:2]1[CH:3]=[C:4]2[C:9](=[CH:10][CH:11]=1)[N:8]=[C:7]([CH3:12])[CH:6]=[CH:5]2.[CH3:13][O:14][S:15]([O:18]C)(=[O:17])=[O:16]>>[CH3:13][O:14][S:15]([O-:18])(=[O:17])=[O:16].[CH3:13][N+:8]1[C:9]2[C:4](=[CH:3][C:2]([Cl:1])=[CH:11][CH:10]=2)[CH:5]=[CH:6][C:7]=1[CH3:12] |f:2.3|. Yields the product COS(=O)(=O)[O-].C[N+]1=C(C=CC2=CC(=CC=C12)Cl)C (1,2-Dimethyl-6-chloro quinolinium methyl sulphate). The yield is 95.0%. Starting materials: ClC=1C=C2C=CC(=NC2=CC1)C (6-Chloro-2-methyl quinoline), ClC=1C=C2C=CC(=NC2=CC1)C (6-Chloro-2-methyl quinoline), COS(=O)(=O)OC (dimethylsulphate). The reactants are [OH-].[Na+] (sodium hydroxide), C(C)OC=1C=C(C(=O)OC)C=CC1OC (methyl 3-ethoxy-4-methoxybenzoate), Cl (hydrochloric acid). The solvent is CO (methanol). Product: C(C)OC=1C=C(C(=O)O)C=CC1OC (3-ethoxy-4-methoxybenzoic acid). The yield is 91.1%. As a reaction SMILES: [CH2:1]([O:3][C:4]1[CH:5]=[C:6]([CH:11]=[CH:12][C:13]=1[O:14][CH3:15])[C:7]([O:9]C)=[O:8])[CH3:2].[OH-].[Na+].Cl>CO>[CH2:1]([O:3][C:4]1[CH:5]=[C:6]([CH:11]=[CH:12][C:13]=1[O:14][CH3:15])[C:7]([OH:9])=[O:8])[CH3:2] |f:1.2|. Reported procedure: A mixture of methyl 3-ethoxy-4-methoxybenzoate (4.42 g), methanol (160 mL) and IN-sodium hydroxide solution (40 mL) was heated for 2 hours under reflux. The reaction mixture was acidified with 1N-hydrochloric acid to pH 4, and the organic solvent was removed by evaporation. The aqueous layer was diluted with water and extracted with ethyl acetate. The extract was washed with brine, dried over magnesium sulfate and evaporated in vacuo. The residue was triturated with hexane to give 3-ethoxy-4-met... Reactants: CCO, CCOC(=O)c1nc(C=Cc2ccccc2Cl)oc1C, [Na+], [OH-]. The product is Cc1oc(C=Cc2ccccc2Cl)nc1C(=O)O. As a reaction SMILES: [CH3:23][CH2:24][OH:25].[Cl:1][c:2]1[c:3]([CH:4]=[CH:5][c:6]2[o:7][c:8]([CH3:16])[c:9]([C:11](=[O:12])[O:13][CH2:14][CH3:15])[n:10]2)[cH:17][cH:18][cH:19][cH:20]1.[Na+:22].[OH-:21]>>[Cl:1][c:2]1[c:3]([CH:4]=[CH:5][c:6]2[o:7][c:8]([CH3:16])[c:9]([C:11](=[O:12])[OH:13])[n:10]2)[cH:17][cH:18][cH:19][cH:20]1. Reactants: C(/C=C/C(O)=O)(O)=O, C1C[C@](C(N1)=O)(C)N. Reagents/catalysts: c1ccc(cc1)-c2c3ccccc3cc4ccccc24 (9-Phenylanthracene). Solvent: CC(C)O (IPA). Conditions: temperature 80 celsius, time 18 hour. Product: C[C@]1(N)CCNC1=O. RXN SMILES: OC(\C=C\C(O)=O)=O.[CH3:1][C@:2]1([C:7](=[O:8])[NH:6][CH2:5][CH2:4]1)[NH2:3]>>[CH3:1][C@:2]1([C:7](=[O:8])[NH:6][CH2:5][CH2:4]1)[NH2:3]. The reactants are CNC, CS(C)=O, O=S(=O)(c1cccc2ccccc12)c1nn2c3c(cccc13)OC(CCl)C2, Cl, O. Yields the product CN(C)CC1Cn2nc(S(=O)(=O)c3cccc4ccccc34)c3cccc(c32)O1, Cl. RXN SMILES: [CH3:28][NH:29][CH3:30].[CH3:32][S:33]([CH3:34])=[O:35].[Cl:1][CH2:2][CH:3]1[O:4][c:5]2[cH:6][cH:7][cH:8][c:9]3[c:10]([S:15](=[O:16])(=[O:17])[c:18]4[cH:19][cH:20][cH:21][c:22]5[cH:23][cH:24][cH:25][cH:26][c:27]45)[n:11][n:12]([c:14]23)[CH2:13]1.[ClH:31].[OH2:36]>>[CH2:2]([CH:3]1[O:4][c:5]2[cH:6][cH:7][cH:8][c:9]3[c:10]([S:15](=[O:16])(=[O:17])[c:18]4[cH:19][cH:20][cH:21][c:22]5[cH:23][cH:24][cH:25][cH:26][c:27]45)[n:11][n:12]([c:14]23)[CH2:13]1)[N:29]([CH3:28])[CH3:30].[ClH:1].